From a dataset of the Open Reaction Database (ORD), a public repository of structured organic reaction records. describe an organic reaction: reactants, conditions, products, and yield The reactants are C(#N)C=1NC2=C(N1)C=CC=C2 (2-cyanobenzimidazole), CN(S(=O)(=O)Cl)C (dimethylsulfamoyl chloride), ice water, ( II ), C([O-])([O-])=O.[K+].[K+] (potassium carbonate). Solvent: C(C)#N (acetonitrile). Reaction conditions: time 40 minute. Yields the product N1=CNC2=C1C=CC=C2 (benzimidazole). RXN SMILES: C([C:3]1[NH:4][C:5]2[CH:11]=[CH:10][CH:9]=[CH:8][C:6]=2[N:7]=1)#N.C(=O)([O-])[O-].[K+].[K+].CN(C)S(Cl)(=O)=O>C(#N)C>[N:4]1[C:5]2[CH:11]=[CH:10][CH:9]=[CH:8][C:6]=2[NH:7][CH:3]=1 |f:1.2.3|. Procedure: 2.83 Grams of a 2-cyanobenzimidazole compound compound (i)]of the formula (II) in which X is H and Z is OCF2CFHO was dissolved in 50 ml of acetonitrile. 3.8 Grams of potassium carbonate was added thereto. The resulting mixture was heated under reflux for 15 minutes. Thereafter, 2.6 g of dimethylsulfamoyl chloride was added to the refluxed mixture. Refluxing was continued for additional 40 minutes with heating. The reaction solution was poured into ice water and extracted with ethyl acetate. The ... Reactants: C(C)(C)(C)NC(=S)NC(CO)C1=CC(=CC=C1)[N+](=O)[O-] (N-(tert-butyl)-N′-[2-hydroxy-1-(3-nitrophenyl)ethyl]thiourea), solid, Cl (hydrochloric acid). Conditions: temperature 100 celsius. Yields the product Cl.[N+](=O)([O-])C=1C=C(C=CC1)C1N=C(SC1)N (4-(3-nitrophenyl)-4,5-dihydro-1,3-thiazol-2-ylamine hydrochloride). RXN SMILES: C([NH:5][C:6]([NH:8][CH:9]([C:12]1[CH:17]=[CH:16][CH:15]=[C:14]([N+:18]([O-:20])=[O:19])[CH:13]=1)[CH2:10]O)=[S:7])(C)(C)C.[ClH:21]>>[ClH:21].[N+:18]([C:14]1[CH:13]=[C:12]([CH:9]2[CH2:10][S:7][C:6]([NH2:5])=[N:8]2)[CH:17]=[CH:16][CH:15]=1)([O-:20])=[O:19] |f:2.3|. Procedure details: The process is performed as in Example 2, starting with 4.77 g of N-(tert-butyl)-N′-[2-hydroxy-1-(3-nitrophenyl)ethyl]thiourea and 44 cm3 of aqueous 6N hydrochloric acid, and this mixture is maintained at a temperature in the region of 100° C. for 2 h 30 min. After an identical work-up, 3.1 g of 4-(3-nitrophenyl)-4,5-dihydro-1,3-thiazol-2-ylamine hydrochloride are obtained in the form of a cream-colored solid melting at 232° C. Reactants: enamine, CN1CCO[C@H]2[C@H]1CC=C(C2)OC (trans-(±)-4-methyl-7-methoxy-3,4,4a,5,8,8a-hexahydro-2H-[1,4]benzoxazine), [BH4-].[Na+] (sodium borohydride), C(C)(=O)O (acetic acid). The solvent is CO (methanol), C(C)O (ethanol). Yields the product CN1CCO[C@H]2[C@H]1CCC(C2)=O (trans-(±)-4-methyl-3,4,4a,5,6,7,8,8a-octahydro-2H-[1,4]benzoxazin-7-one). As a reaction SMILES: [BH4-].[Na+].C(O)(=O)C.[CH3:7][N:8]1[C@@H:13]2[CH2:14][CH:15]=[C:16]([O:18]C)[CH2:17][C@H:12]2[O:11][CH2:10][CH2:9]1>CO.C(O)C>[CH3:7][N:8]1[C@@H:13]2[CH2:14][CH2:15][C:16](=[O:18])[CH2:17][C@H:12]2[O:11][CH2:10][CH2:9]1 |f:0.1|. Reported procedure: Following the procedure of Example 1, 15.2 g of the above enamine in 150 ml of methanol were reduced with 3.78 g of sodium borohydride in 150 ml of ethanol in the presence of 5.14 ml of glacial acetic acid. The product of the reaction, trans-(±)-4-methyl-7-methoxy-3,4,4a,5,8,8a-hexahydro-2H-[1,4]benzoxazine, was hydrolysed by treatment with acid as in Example 1 to yield trans-(±)-4-methyl-3,4,4a,5,6,7,8,8a-octahydro-2H-[1,4]benzoxazin-7-one. The product was purified from a highly colored impurit... Starting materials: O=C([O-])[O-], Cc1cc(CCl)ccc1[N+](=O)[O-], FC(F)(F)C(F)(F)c1n[nH]cc1I, [K+], [K+], CN(C)C=O, O. Yields the product Cc1cc(Cn2cc(I)c(C(F)(F)C(F)(F)F)n2)ccc1[N+](=O)[O-]. Reaction SMILES: [C:26](=[O:27])([O-:28])[O-:29].[CH3:1][c:2]1[cH:3][c:4]([CH2:5][Cl:6])[cH:7][cH:8][c:9]1[N+:10](=[O:11])[O-:12].[I:13][c:14]1[c:15]([C:19]([C:20]([F:21])([F:22])[F:23])([F:24])[F:25])[n:16][nH:17][cH:18]1.[K+:30].[K+:31].[O:33]=[CH:34][N:35]([CH3:36])[CH3:37].[OH2:32]>>[CH3:1][c:2]1[cH:3][c:4]([CH2:5][n:17]2[n:16][c:15]([C:19]([C:20]([F:21])([F:22])[F:23])([F:24])[F:25])[c:14]([I:13])[cH:18]2)[cH:7][cH:8][c:9]1[N+:10](=[O:11])[O-:12].